From a dataset of the Open Reaction Database (ORD), a public repository of structured organic reaction records. describe an organic reaction: reactants, conditions, products, and yield Starting materials: CCCCCCCCI, CCCCO, [K+], [OH-], O, CCCCc1ccc2oc(-c3ccc4cc(O)ccc4c3)nc2c1. Product: CCCCCCCCOc1ccc2cc(-c3nc4cc(CCCC)ccc4o3)ccc2c1. RXN SMILES: [CH2:25]([CH2:26][CH2:27][CH2:28][CH2:29][CH2:30][CH2:31][CH3:32])[I:33].[CH2:36]([OH:37])[CH2:38][CH2:39][CH3:40].[K+:35].[OH-:34].[OH2:41].[OH:1][c:2]1[cH:3][c:4]2[cH:5][cH:6][c:7](-[c:12]3[o:13][c:14]4[c:15]([n:16]3)[cH:17][c:18]([CH2:21][CH2:22][CH2:23][CH3:24])[cH:19][cH:20]4)[cH:8][c:9]2[cH:10][cH:11]1>>[O:1]([c:2]1[cH:3][c:4]2[cH:5][cH:6][c:7](-[c:12]3[o:13][c:14]4[c:15]([n:16]3)[cH:17][c:18]([CH2:21][CH2:22][CH2:23][CH3:24])[cH:19][cH:20]4)[cH:8][c:9]2[cH:10][cH:11]1)[CH2:25][CH2:26][CH2:27][CH2:28][CH2:29][CH2:30][CH2:31][CH3:32]. The reactants are CC(C)(C)[Si](Oc1ccc(OCC(O)CNCCc2ccc(NC3CCN(C(=O)NCCCC4CCCCC4)CC3)cc2)cc1)(c1ccccc1)c1ccccc1, CO, ClC(Cl)Cl. Product: O=C(NCCCC1CCCCC1)N1CCC(Nc2ccc(CCNCC(O)COc3ccc(O)cc3)cc2)CC1. Reaction SMILES: [C:1]([Si:2]([c:3]1[cH:4][cH:5][cH:46][cH:47][cH:48]1)([O:6][c:7]1[cH:8][cH:9][c:10]([O:11][CH2:12][CH:13]([CH2:14][NH:15][CH2:16][CH2:17][c:18]2[cH:19][cH:20][c:21]([NH:22][CH:23]3[CH2:24][CH2:25][N:26]([C:29](=[O:30])[NH:31][CH2:32][CH2:33][CH2:34][CH:35]4[CH2:36][CH2:37][CH2:38][CH2:39][CH2:40]4)[CH2:27][CH2:28]3)[cH:41][cH:42]2)[OH:43])[cH:44][cH:45]1)[c:49]1[cH:50][cH:51][cH:52][cH:53][cH:54]1)([CH3:55])([CH3:56])[CH3:57].[CH3:58][OH:59].[CH:60]([Cl:61])([Cl:62])[Cl:63]>>[OH:6][c:7]1[cH:8][cH:9][c:10]([O:11][CH2:12][CH:13]([CH2:14][NH:15][CH2:16][CH2:17][c:18]2[cH:19][cH:20][c:21]([NH:22][CH:23]3[CH2:24][CH2:25][N:26]([C:29](=[O:30])[NH:31][CH2:32][CH2:33][CH2:34][CH:35]4[CH2:36][CH2:37][CH2:38][CH2:39][CH2:40]4)[CH2:27][CH2:28]3)[cH:41][cH:42]2)[OH:43])[cH:44][cH:45]1.